This data is from the Open Reaction Database (ORD), a public repository of structured organic reaction records. The task is: describe an organic reaction: reactants, conditions, products, and yield Reactants: CCO, ClCCl, O=[N+]([O-])c1ccc(F)c(-c2ccc(F)cn2)c1, [H][H], O=[Pt]=O. The product is Nc1ccc(F)c(-c2ccc(F)cn2)c1. Reaction SMILES: [CH3:20][CH2:21][OH:22].[Cl:23][CH2:24][Cl:25].[F:1][c:2]1[cH:3][cH:4][c:5](-[c:8]2[c:9]([F:17])[cH:10][cH:11][c:12]([N+:14]([O-:15])=[O:16])[cH:13]2)[n:6][cH:7]1.[H:18][H:19].[Pt:26](=[O:27])=[O:28]>>[F:1][c:2]1[cH:3][cH:4][c:5](-[c:8]2[c:9]([F:17])[cH:10][cH:11][c:12]([NH2:14])[cH:13]2)[n:6][cH:7]1. Reactants: CO, O=C1CCN(C2=Nn3c(nnc3C(F)(F)F)CC2)CC1, [K+], [OH-], c1ccc2[nH]ccc2c1. Product: FC(F)(F)c1nnc2n1N=C(N1CC=C(c3c[nH]c4ccccc34)CC1)CC2. As a reaction SMILES: [CH3:32][OH:33].[F:3][C:4]([c:5]1[n:6][n:7][c:8]2[n:9]1[N:10]=[C:11]([N:14]1[CH2:15][CH2:16][C:17](=[O:20])[CH2:18][CH2:19]1)[CH2:12][CH2:13]2)([F:21])[F:22].[K+:2].[OH-:1].[cH:23]1[cH:24][cH:25][c:26]2[nH:27][cH:28][cH:29][c:30]2[cH:31]1>>[F:3][C:4]([c:5]1[n:6][n:7][c:8]2[n:9]1[N:10]=[C:11]([N:14]1[CH2:15][CH:16]=[C:17]([c:29]3[cH:28][nH:27][c:26]4[cH:25][cH:24][cH:23][cH:31][c:30]43)[CH2:18][CH2:19]1)[CH2:12][CH2:13]2)([F:21])[F:22]. Reactants: CCNC(=O)n1nc(N)c2cc(C(F)(F)F)ccc21, c1ccncc1. Yields the product CCN=C=O, Nc1n[nH]c2ccc(C(F)(F)F)cc12. Reaction SMILES: [CH2:1]([CH3:2])[NH:3][C:4](=[O:5])[n:6]1[n:7][c:8]([NH2:19])[c:9]2[cH:10][c:11]([C:15]([F:16])([F:17])[F:18])[cH:12][cH:13][c:14]12.[cH:20]1[cH:21][cH:22][n:23][cH:24][cH:25]1>>[CH2:1]([CH3:2])[N:3]=[C:4]=[O:5].[nH:6]1[n:7][c:8]([NH2:19])[c:9]2[cH:10][c:11]([C:15]([F:16])([F:17])[F:18])[cH:12][cH:13][c:14]12. The reactants are COCO[C@@H](CO)C ((R)-2-(methoxymethoxy)propan-1-ol), C(CCC)N1/C(/SC2=C1C=NC=C2)=N/C(C2=C(C=CC(=C2)C(F)(F)F)F)=O (N-[(2Z)-3-butyl[1,3]thiazolo[4,5-c]pyridin-2(3H)-ylidene]-2-fluoro-5-(trifluoromethyl)benzamide), starting material, OP(=O)(O)O (H3PO4), CC(C)([O-])C.[Na+] (sodium tert-butoxide). Solvent: O1CCCC1 (tetrahydrofuran), O1CCCC1 (tetrahydrofuran), O1CCCC1 (tetrahydrofuran). Conditions: temperature 0 celsius. Product: C(CCC)N1/C(/SC2=C1C=NC=C2)=N/C(C2=C(C=CC(=C2)C(F)(F)F)OC[C@@H](C)OCOC)=O (N-[(2Z)-3-butyl[1,3]thiazolo[4,5-c]pyridin-2(3H)-ylidene]-2-{[(2R)-2-(methoxymethoxy)propyl]oxy}-5-(trifluoromethyl)benzamide). The yield is 73.4%. As a reaction SMILES: CC(C)([O-])C.[Na+].[CH3:7][O:8][CH2:9][O:10][C@H:11]([CH3:14])[CH2:12][OH:13].[CH2:15]([N:19]1[C:23]2[CH:24]=[N:25][CH:26]=[CH:27][C:22]=2[S:21]/[C:20]/1=[N:28]\[C:29](=[O:41])[C:30]1[CH:35]=[C:34]([C:36]([F:39])([F:38])[F:37])[CH:33]=[CH:32][C:31]=1F)[CH2:16][CH2:17][CH3:18].OP(O)(O)=O>O1CCCC1>[CH2:15]([N:19]1[C:23]2[CH:24]=[N:25][CH:26]=[CH:27][C:22]=2[S:21]/[C:20]/1=[N:28]\[C:29](=[O:41])[C:30]1[CH:35]=[C:34]([C:36]([F:39])([F:38])[F:37])[CH:33]=[CH:32][C:31]=1[O:13][CH2:12][C@H:11]([O:10][CH2:9][O:8][CH3:7])[CH3:14])[CH2:16][CH2:17][CH3:18] |f:0.1|. Procedure details: To a 250 mL three-necked flask were charged sodium tert-butoxide (97%, 0.69 g, 7.0 mmol), and anhydrous tetrahydrofuran (17 mL). The mixture was stirred, and cooled down to about 0° C. A solution of (R)-2-(methoxymethoxy)propan-1-ol (0.96 g, 8.0 mmol) in tetrahydrofuran (2.0 mL) was added slowly at the internal temperature <5° C. The solution was mixed at <5° C. for 30 minutes, followed by addition of the N-[(2Z)-3-butyl[1,3]thiazolo[4,5-c]pyridin-2(3H)-ylidene]-2-fluoro-5-(trifluoromethyl)benza... The reactants are NOC1=C(C=C(C=C1)[N+](=O)[O-])[N+](=O)[O-] (1-(aminooxy)-2,4-dinitrobenzene), N1=CC(=CC=C1)CO (3-pyridinemethanol). The solvent is C(C)#N (acetonitrile). Conditions: time 24 hour. The product is [N+](=O)([O-])C1=C(C=CC(=C1)[N+](=O)[O-])[O-].N[N+]1=CC(=CC=C1)CO (1-amino-3-(hydroxymethyl)pyridinium 2,4-dinitrobenzenolate). Yield: 82.5%. Reaction SMILES: [NH2:1][O:2][C:3]1[CH:8]=[CH:7][C:6]([N+:9]([O-:11])=[O:10])=[CH:5][C:4]=1[N+:12]([O-:14])=[O:13].[N:15]1[CH:20]=[CH:19][CH:18]=[C:17]([CH2:21][OH:22])[CH:16]=1>C(#N)C>[N+:12]([C:4]1[CH:5]=[C:6]([N+:9]([O-:11])=[O:10])[CH:7]=[CH:8][C:3]=1[O-:2])([O-:14])=[O:13].[NH2:1][N+:15]1[CH:20]=[CH:19][CH:18]=[C:17]([CH2:21][OH:22])[CH:16]=1 |f:3.4|. Procedure details: To a solution of 1-(aminooxy)-2,4-dinitrobenzene (117 g, 0.590 mol) in acetonitrile (1.18 L) was added 3-pyridinemethanol (64.1 g, 0.590 mol) at 40° C., and the mixture was stirred for 24 hr. The solvent was evaporated under reduced pressure, and the residue was washed with dichloromethane (1 L×2) to give the title compound (150 g, yield 83%). The reactants are C(C)(C)(C)OC(=O)N1CCC(CC1)C(=O)C1=NC=CC=C1 (4-(pyridine-2-carbonyl)-piperidine-1-carboxylic acid tert-butyl ester), C(=O)(C(F)(F)F)O (TFA). Solvent: ClCCl (dichloromethane). Yields the product N1CCC(CC1)C(=O)C1=NC=CC=C1 (Piperidin-4-yl-pyridin-2-yl-methanone). The yield is 99.3%. RXN SMILES: C(OC([N:8]1[CH2:13][CH2:12][CH:11]([C:14]([C:16]2[CH:21]=[CH:20][CH:19]=[CH:18][N:17]=2)=[O:15])[CH2:10][CH2:9]1)=O)(C)(C)C.C(O)(C(F)(F)F)=O>ClCCl>[NH:8]1[CH2:13][CH2:12][CH:11]([C:14]([C:16]2[CH:21]=[CH:20][CH:19]=[CH:18][N:17]=2)=[O:15])[CH2:10][CH2:9]1. Reported procedure: To a solution of compound 4-(pyridine-2-carbonyl)-piperidine-1-carboxylic acid tert-butyl ester (260 mg, 0.90 mmol) in dichloromethane (10 mL) was then added TFA (0.69 mL, 8.95 mmol) the reaction was then stirred at 25° C. for 3 hours and the solvent was removed under vacuum and the crude material was co-evaporated 3 times with dichloromethane to remove most of the remaining TFA, affording crude the title compound as an orange oil (170 mg, 100%). The crude material was used directly in the next ... Starting materials: O.C(C)(=O)NC=1NC(C(=C(N1)N(C(C)=O)C(C)=O)CCNC1=CC=C(C(=O)N[C@@H](CCC(=O)OC)C(=O)OC)C=C1)=O (dimethyl N-[4-[2-(2-acetylamino-4-diacetylamino-1,6-dihydro-6-oxo-5-pyrimidinyl)ethylamino]benzoyl]-L-glutamate hydrate), C(C)O (ethanol), SCCO (2-mercaptoethanol). Run in [OH-].[Na+] (sodium hydroxide). Conditions: time 18 hour. Yields the product NC=1NC(C(=C(N1)N)CCNC1=CC=C(C(=O)N[C@@H](CCC(=O)O)C(=O)O)C=C1)=O (N-[4-[2-(2,4-diamino-1,6-dihydro-6-oxo-5-pyrimidinyl)ethylamino]benzoyl]-L-glutamic acid). Isolated yield 38.0%. As a reaction SMILES: O.C([NH:5][C:6]1[NH:7][C:8](=[O:42])[C:9]([CH2:19][CH2:20][NH:21][C:22]2[CH:41]=[CH:40][C:25]([C:26]([NH:28][C@H:29]([C:36]([O:38]C)=[O:37])[CH2:30][CH2:31][C:32]([O:34]C)=[O:33])=[O:27])=[CH:24][CH:23]=2)=[C:10]([N:12](C(=O)C)C(=O)C)[N:11]=1)(=O)C.C(O)C.SCCO>[OH-].[Na+]>[NH2:5][C:6]1[NH:7][C:8](=[O:42])[C:9]([CH2:19][CH2:20][NH:21][C:22]2[CH:41]=[CH:40][C:25]([C:26]([NH:28][C@H:29]([C:36]([OH:38])=[O:37])[CH2:30][CH2:31][C:32]([OH:34])=[O:33])=[O:27])=[CH:24][CH:23]=2)=[C:10]([NH2:12])[N:11]=1 |f:0.1,4.5|. Procedure details: A crude preparation of dimethyl N-[4-[2-(2-acetylamino-4-diacetylamino-1,6-dihydro-6-oxo-5-pyrimidinyl)ethylamino]benzoyl]-L-glutamate hydrate (prepared on a 3.3 mmol scale but without recrystallization) was dissolved in 1N sodium hydroxide (100 ml) and ethanol (50 ml) containing 2-mercaptoethanol (0.25 ml). The reaction was heated with stirring to 55° for 18 hours and then spin evaporated in vacuo to a small volume. The pH of the ice bath cooled solution was adjusted to pH 4 with hydrochloric a...